Dataset: the Open Reaction Database (ORD), a public repository of structured organic reaction records. Task: describe an organic reaction: reactants, conditions, products, and yield The reactants are S1C(=CC=C1)C=1N=C(OC1C=1SC=CC1)CCC=1C=C(C=CC1)O (3-[2-[4,5-di(2-thienyl)-2-oxazolyl]-ethyl]phenol), BrCC(=O)OC (methyl bromoacetate). The product is S1C(=CC=C1)C=1N=C(OC1C=1SC=CC1)CCC=1C=C(OCC(=O)OC)C=CC1 (Methyl [3-[2-[4,5-di(2-thienyl)-2-oxazolyl]ethyl]phenoxy]acetate). Reaction SMILES: [S:1]1[CH:5]=[CH:4][CH:3]=[C:2]1[C:6]1[N:7]=[C:8]([CH2:16][CH2:17][C:18]2[CH:19]=[C:20]([OH:24])[CH:21]=[CH:22][CH:23]=2)[O:9][C:10]=1[C:11]1[S:12][CH:13]=[CH:14][CH:15]=1.Br[CH2:26][C:27]([O:29][CH3:30])=[O:28]>>[S:1]1[CH:5]=[CH:4][CH:3]=[C:2]1[C:6]1[N:7]=[C:8]([CH2:16][CH2:17][C:18]2[CH:19]=[C:20]([CH:21]=[CH:22][CH:23]=2)[O:24][CH2:26][C:27]([O:29][CH3:30])=[O:28])[O:9][C:10]=1[C:11]1[S:12][CH:13]=[CH:14][CH:15]=1. Reported procedure: Reaction of 3-[2-[4,5-di(2-thienyl)-2-oxazolyl]-ethyl]phenol with methyl bromoacetate according to the procedure of Example 29 provided the title compound. Reactants: N=C(c1ccccc1)c1ccccc1, CC(C)(C)[O-], Fc1cc(F)cc(Cl)c1, [Na+], O=C(C=Cc1ccccc1)C=Cc1ccccc1, O=C(C=Cc1ccccc1)C=Cc1ccccc1, O=C(C=Cc1ccccc1)C=Cc1ccccc1, [Pd], [Pd]. Product: Nc1cc(F)cc(F)c1. As a reaction SMILES: [C:16]([c:17]1[cH:18][cH:19][cH:20][cH:21][cH:22]1)([c:23]1[cH:24][cH:25][cH:26][cH:27][cH:28]1)=[NH:29].[CH3:1][C:2]([CH3:3])([O-:4])[CH3:5].[Cl:7][c:8]1[cH:9][c:10]([F:15])[cH:11][c:12]([F:14])[cH:13]1.[Na+:6].[O:32]=[C:33]([CH:34]=[CH:35][c:36]1[cH:37][cH:38][cH:39][cH:40][cH:41]1)[CH:42]=[CH:43][c:44]1[cH:45][cH:46][cH:47][cH:48][cH:49]1.[O:50]=[C:51]([CH:52]=[CH:53][c:54]1[cH:55][cH:56][cH:57][cH:58][cH:59]1)[CH:60]=[CH:61][c:62]1[cH:63][cH:64][cH:65][cH:66][cH:67]1.[O:68]=[C:69]([CH:70]=[CH:71][c:72]1[cH:73][cH:74][cH:75][cH:76][cH:77]1)[CH:78]=[CH:79][c:80]1[cH:81][cH:82][cH:83][cH:84][cH:85]1.[Pd:30].[Pd:31]>>[c:8]1([NH2:29])[cH:9][c:10]([F:15])[cH:11][c:12]([F:14])[cH:13]1. Starting materials: CCOC(=O)C (EtOAc), CC1=C(C=CC=C1N1C=NC2=CC=CC=C2C1=O)C1=C2C3=C(NC2=C(C=C1)C(=O)N)CCN(C3)C(C3=CC=CC=C3)(C3=CC=CC=C3)C3=CC=CC=C3 (9-(2-methyl-3-(4-oxoquinazolin-3(4H)-yl)phenyl)-2-trityl-2,3,4,5-tetrahydro-1H-pyrido[4,3-b]indole-6-carboxamide), Cl (HCl). The solvent is CO (methanol). Conditions: time 30 minute. Yields the product CC1=C(C=CC=C1N1C=NC2=CC=CC=C2C1=O)C1=C2C3=C(NC2=C(C=C1)C(=O)N)CCNC3 (9-(2-Methyl-3-(4-oxoquinazolin-3(4H)-yl)phenyl)-2,3,4,5-tetrahydro-1H-pyrido[4,3-b]indole-6-carboxamide). The yield is 89.9%. RXN SMILES: [CH3:1][C:2]1[C:7]([N:8]2[C:17](=[O:18])[C:16]3[C:11](=[CH:12][CH:13]=[CH:14][CH:15]=3)[N:10]=[CH:9]2)=[CH:6][CH:5]=[CH:4][C:3]=1[C:19]1[CH:27]=[CH:26][C:25]([C:28]([NH2:30])=[O:29])=[C:24]2[C:20]=1[C:21]1[CH2:34][N:33](C(C3C=CC=CC=3)(C3C=CC=CC=3)C3C=CC=CC=3)[CH2:32][CH2:31][C:22]=1[NH:23]2.CCOC(C)=O.Cl>CO>[CH3:1][C:2]1[C:7]([N:8]2[C:17](=[O:18])[C:16]3[C:11](=[CH:12][CH:13]=[CH:14][CH:15]=3)[N:10]=[CH:9]2)=[CH:6][CH:5]=[CH:4][C:3]=1[C:19]1[CH:27]=[CH:26][C:25]([C:28]([NH2:30])=[O:29])=[C:24]2[C:20]=1[C:21]1[CH2:34][NH:33][CH2:32][CH2:31][C:22]=1[NH:23]2. Reported procedure: A suspension of 9-(2-methyl-3-(4-oxoquinazolin-3(4H)-yl)phenyl)-2-trityl-2,3,4,5-tetrahydro-1H-pyrido[4,3-b]indole-6-carboxamide (248.5 mg, 0.359 mmol) in methanol (4 mL) was treated with EtOAc (less than 1 mL) to form a clear solution. This was treated with 1 M aqueous HCl (3 mL), forming a cloudy mixture which was stirred at room temperature. After 30 min, the mixture was concentrated under vacuum, treated with NaHCO3 (aq) and EtOAc and stirred at room temperature for about 1 h. The precipitat...